From a dataset of the Open Reaction Database (ORD), a public repository of structured organic reaction records. describe an organic reaction: reactants, conditions, products, and yield The reactants are CCNCC, O=C(O)CCl. Yields the product CCN(CC)CC(=O)O. As a reaction SMILES: [CH2:6]([CH3:7])[NH:8][CH2:9][CH3:10].[OH:1][C:2](=[O:3])[CH2:4][Cl:5]>>[OH:1][C:2](=[O:3])[CH2:4][N:8]([CH2:6][CH3:7])[CH2:9][CH3:10]. Reactants: COC=1C=C(C(=O)O)C=CC1C(=O)OC (3-methoxy-4-(methoxycarbonyl)benzoic acid), C(C(=O)Cl)(=O)Cl (oxalyl chloride), N (ammonia). Run in C1CCOC1 (THF). Product: C(N)(=O)C1=CC(=C(C(=O)OC)C=C1)OC (methyl 4-carbamoyl-2-methoxybenzoate). As a reaction SMILES: [CH3:1][O:2][C:3]1[CH:4]=[C:5]([CH:9]=[CH:10][C:11]=1[C:12]([O:14][CH3:15])=[O:13])[C:6](O)=[O:7].C(Cl)(=O)C(Cl)=O.[NH3:22]>C1COCC1>[C:6]([C:5]1[CH:9]=[CH:10][C:11]([C:12]([O:14][CH3:15])=[O:13])=[C:3]([O:2][CH3:1])[CH:4]=1)(=[O:7])[NH2:22]. Procedure details: The title compound was prepared according to the procedure described in step-2 of Intermediate-26 by using 3-methoxy-4-(methoxycarbonyl)benzoic acid (2.00 g, 9.52 mmol), oxalyl chloride (1.02 g, 11.42 mmol), ammonia gas and THF (25 mL) to afford 1.40 g of the desired product. 1H NMR (300 MHz, DMSO d6): δ 3.79 (s, 3H), 3.87 (s, 3H), 7.49 (d, J=8.4 Hz, 1H), 7.57 (s, 2H), 7.68 (d, J=7.8 Hz, 1H), 8.14 (s, 1H); MS (m/z): 209.99 (M)+. Product: CCOC(=O)CC(C)c1cccnc1. Reaction SMILES: [CH3:15][CH2:16][OH:17].[n:1]1[cH:2][c:3]([C:7](=[CH:8][C:9](=[O:10])[O:11][CH2:12][CH3:13])[CH3:14])[cH:4][cH:5][cH:6]1>>[n:1]1[cH:2][c:3]([CH:7]([CH2:8][C:9](=[O:10])[O:11][CH2:12][CH3:13])[CH3:14])[cH:4][cH:5][cH:6]1. Reactants: CCO, CCOC(=O)C=C(C)c1cccnc1. The reactants are CCOC(C)=O, CCCCCC, Cc1cc(C)c(B(O)O)c(C)c1. RXN SMILES: [C:13]([CH3:14])(=[O:15])[O:16][CH2:17][CH3:18].[CH3:19][CH2:20][CH2:21][CH2:22][CH2:23][CH3:24].[CH3:1][c:2]1[c:3]([B:10]([OH:11])[OH:12])[c:4]([CH3:9])[cH:5][c:6]([CH3:8])[cH:7]1>>[CH3:1][c:2]1[c:3]([CH2:14][C:13](=[O:15])[O:16][CH2:17][CH3:18])[c:4]([CH3:9])[cH:5][c:6]([CH3:8])[cH:7]1. Yields the product CCOC(=O)Cc1c(C)cc(C)cc1C. Reactants: COc1cc(C(C)O)cc2c1OCO2, ClCCl. The product is COc1cc(C(C)=O)cc2c1OCO2. As a reaction SMILES: [CH3:1][O:2][c:3]1[cH:4][c:5]([CH:12]([CH3:13])[OH:14])[cH:6][c:7]2[c:8]1[O:9][CH2:10][O:11]2.[Cl:15][CH2:16][Cl:17]>>[CH3:1][O:2][c:3]1[cH:4][c:5]([C:12]([CH3:13])=[O:14])[cH:6][c:7]2[c:8]1[O:9][CH2:10][O:11]2. The reactants are COC(=O)OC, CC(=O)CCC1C(C)=CCCC1(C)C, [H-], [Na+]. The product is COC(=O)CC(=O)CCC1C(C)=CCCC1(C)C. Reaction SMILES: [CH3:15][O:16][C:17](=[O:18])[O:19][CH3:20].[CH3:1][C:2]1=[CH:7][CH2:6][CH2:5][C:4]([CH3:8])([CH3:9])[CH:3]1[CH2:10][CH2:11][C:12]([CH3:13])=[O:14].[H-:21].[Na+:22]>>[CH3:1][C:2]1=[CH:7][CH2:6][CH2:5][C:4]([CH3:8])([CH3:9])[CH:3]1[CH2:10][CH2:11][C:12]([CH2:13][C:17]([O:16][CH3:15])=[O:18])=[O:14]. Reactants: FC1=C2CCNC2=CC=C1 (4-fluoroindoline), O=C[C@H](O)[C@@H](O)[C@H](O)[C@H](O)CO (D-glucose), C(C)O (ethyl alcohol). Solvent: O (H2O). The product is FC1=C2CCN(C2=CC=C1)[C@H]1[C@H](O)[C@@H](O)[C@H](O)[C@H](O1)CO (4-fluoro-1-(β-D-glucopyranosyl)indoline). Reaction SMILES: [F:1][C:2]1[CH:10]=[CH:9][CH:8]=[C:7]2[C:3]=1[CH2:4][CH2:5][NH:6]2.[O:11]=[CH:12][C@@H:13]([C@H:15]([C@@H:17]([C@@H:19]([CH2:21][OH:22])[OH:20])[OH:18])[OH:16])O.C(O)C>O>[F:1][C:2]1[CH:10]=[CH:9][CH:8]=[C:7]2[C:3]=1[CH2:4][CH2:5][N:6]2[C@@H:21]1[O:22][C@H:13]([CH2:12][OH:11])[C@@H:15]([OH:16])[C@H:17]([OH:18])[C@H:19]1[OH:20]. Procedure details: A mixture of 4-fluoroindoline (185 mg) and D-glucose (267 mg) in H2O (0.74 ml)-ethyl alcohol (9 ml) was refluxed under argon atmosphere for 24 hours. The solvent was evaporated under reduced pressure to give crude 4-fluoro-1-(β-D-glucopyranosyl)indoline, which was used in the subsequent step without further purification. The reactants are CC=1C=C2N(CCC2C(=O)OC(C)C)C1 (isopropyl 1,2-dihydro-6-methyl-3H-pyrrolo[1,2-a]pyrrole-1-carboxylate), CN(C(=O)C=1N(C=CC1)C)C (N,N-dimethyl-1-methylpyrrole-2-carboxamide). Product: CN1C(=CC=C1)C(=O)C1=C(C=C2N1CCC2C(=O)OC(C)C)C (isopropyl 5-(N-methyl-2-pyrroyl)-1,2-dihydro-6-methyl-3H-pyrrolo[1,2-a]pyrrole-1-carboxylate). RXN SMILES: [CH3:1][C:2]1[CH:3]=[C:4]2[CH:8]([C:9]([O:11][CH:12]([CH3:14])[CH3:13])=[O:10])[CH2:7][CH2:6][N:5]2[CH:15]=1.CN(C)[C:18]([C:20]1[N:21]([CH3:25])[CH:22]=[CH:23][CH:24]=1)=[O:19]>>[CH3:25][N:21]1[CH:22]=[CH:23][CH:24]=[C:20]1[C:18]([C:15]1[N:5]2[CH2:6][CH2:7][CH:8]([C:9]([O:11][CH:12]([CH3:13])[CH3:14])=[O:10])[C:4]2=[CH:3][C:2]=1[CH3:1])=[O:19]. Reported procedure: In accordance with the method of Example 8, isopropyl 1,2-dihydro-6-methyl-3H-pyrrolo[1,2-a]pyrrole-1-carboxylate is condensed with N,N-dimethyl-1-methylpyrrole-2-carboxamide, to produce isopropyl 5-(N-methyl-2-pyrroyl)-1,2-dihydro-6-methyl-3H-pyrrolo[1,2-a]pyrrole-1-carboxylate (XI, R and R1 = CH3, R2 = iC3H7). The reactants are C(OC(C)(C)C)(OC(C)(C)C)=O (di-tert.-butyl carbonate), NC1C2SCC(=C(N2C1=O)C(=O)O)C (7-Amino-2-carboxy-3-methyl-8-oxo-5-thia-1-aza-bicyclo[4.2.0]oct-2-ene). Run in O1CCOCC1 (dioxane), C([O-])(O)=O.[Na+] (sodium bicarbonate), O (water), O1CCOCC1 (dioxane). Run at temperature 25 celsius, time 48 hour. Product: C(C)(C)(C)OC(=O)NC1C2SCC(=C(N2C1=O)C(=O)O)C (7-tert.-Butoxycarbonylamino-2-carboxy-3-methyl-8-oxo-5-thia-1-aza-bicyclo[4.2.0]oct-2-ene). The yield is 89.3%. RXN SMILES: [NH2:1][CH:2]1[C:9](=[O:10])[N:8]2[CH:3]1[S:4][CH2:5][C:6]([CH3:14])=[C:7]2[C:11]([OH:13])=[O:12].[C:15](=O)([O:21]C(C)(C)C)[O:16][C:17]([CH3:20])([CH3:19])[CH3:18]>C(=O)(O)[O-].[Na+].O.O1CCOCC1>[C:17]([O:16][C:15]([NH:1][CH:2]1[C:9](=[O:10])[N:8]2[CH:3]1[S:4][CH2:5][C:6]([CH3:14])=[C:7]2[C:11]([OH:13])=[O:12])=[O:21])([CH3:20])([CH3:19])[CH3:18] |f:2.3|. Procedure details: 7-Amino-2-carboxy-3-methyl-8-oxo-5-thia-1-aza-bicyclo[4.2.0]oct-2-ene (371 g) is dissolved in a solution of sodium bicarbonate (307 g) in a mixture of distilled water (2 liters) and dioxane (2 liters). A solution of di-tert.-butyl carbonate (421 g) in dioxane (2 liters) is added in the course of 10 minutes. The reaction mixture is stirred for 48 hours at 25° C. The suspension obtained is concentrated under reduced pressure (20 mm Hg) at 50° C. to a residual volume of about 2 liters, and is then ... Reactants: FC=1C(=C(C=O)C=CC1)C (3-fluoro-2-methylbenzaldehyde), C1(CC1)N (cyclopropylamine). Yields the product C1(CC1)NCC1=C(C(=CC=C1)F)C (Cyclopropyl-(3-fluoro-2-methylbenzyl)amine). Reaction SMILES: [F:1][C:2]1[C:3]([CH3:10])=[C:4]([CH:7]=[CH:8][CH:9]=1)[CH:5]=O.[CH:11]1([NH2:14])[CH2:13][CH2:12]1>>[CH:11]1([NH:14][CH2:5][C:4]2[CH:7]=[CH:8][CH:9]=[C:2]([F:1])[C:3]=2[CH3:10])[CH2:13][CH2:12]1. Procedure details: Synthesized according to typical procedure J from 3-fluoro-2-methylbenzaldehyde and cyclopropylamine.